Dataset: the Open Reaction Database (ORD), a public repository of structured organic reaction records. Task: describe an organic reaction: reactants, conditions, products, and yield Reactants: ClCCNC(=O)C=1N(C=CC1)C (N-(2-chloroethyl)-1-methyl-1H-pyrrole-2-carboxamide), FC1=CC=C(C=C1)N1CNC(C12CCNCC2)=O (1-(4-fluorophenyl)-1,3,8-triazaspiro[4,5]decan-4-one), C(O)([O-])=O.[Na+] (sodium hydrogen carbonate), [I-].[K+] (potassium iodide). The solvent is CC(CC(C)=O)C (4-methyl-2-pentanone). Product: Cl.FC1=CC=C(C=C1)N1CNC(C12CCN(CC2)CCNC(=O)C=2N(C=CC2)C)=O (N-{2-[1-(4-fluorophenyl)-4-oxo-1,3,8-triazaspiro[4,5]dec-8-yl] ethyl} -1-methyl-1H-pyrrole-2-carboxamide hydrochloride). RXN SMILES: [Cl:1][CH2:2][CH2:3][NH:4][C:5]([C:7]1[N:8]([CH3:12])[CH:9]=[CH:10][CH:11]=1)=[O:6].[F:13][C:14]1[CH:19]=[CH:18][C:17]([N:20]2[C:24]3([CH2:29][CH2:28][NH:27][CH2:26][CH2:25]3)[C:23](=[O:30])[NH:22][CH2:21]2)=[CH:16][CH:15]=1.C(=O)([O-])O.[Na+].[I-].[K+]>CC(C)CC(=O)C>[ClH:1].[F:13][C:14]1[CH:19]=[CH:18][C:17]([N:20]2[C:24]3([CH2:25][CH2:26][N:27]([CH2:2][CH2:3][NH:4][C:5]([C:7]4[N:8]([CH3:12])[CH:9]=[CH:10][CH:11]=4)=[O:6])[CH2:28][CH2:29]3)[C:23](=[O:30])[NH:22][CH2:21]2)=[CH:16][CH:15]=1 |f:2.3,4.5,7.8|. Procedure details: A mixture of 3.75 parts of N-(2-chloroethyl)-1-methyl-1H-pyrrole-2-carboxamide, 5 parts of 1-(4-fluorophenyl)-1,3,8-triazaspiro[4,5]decan-4-one, 1.7 parts of sodium hydrogen carbonate, 0.1 parts of potassium iodide and 160 parts of 4-methyl-2-pentanone is stirred and refluxed for 48 hours. The reaction mixture is cooled and the solvent is evaporated. The residue is purified by column-chromatography over silica gel using a mixture of trichloromethane and methanol (95:5 by volume) as eluent. The p... Starting materials: ClC=1C=C(C=CC1)[C@H]1C[C@](C(N([C@@H]1C1=CC=C(C=C1)Cl)[C@H](CO)C1CC1)=O)(C)C1(CC1)C(=O)OC (Methyl 1-((3R,5R,6S)-5-(3-chlorophenyl)-6-(4-chlorophenyl)-1-((S)-1-cyclopropyl-2-hydroxyethyl)-3-methyl-2-oxopiperidin-3-yl)cyclopropanecarboxylate), C1(CC1)S(=O)(=O)N (cyclopropanesulfonamide). Yields the product ClC=1C=C(C=CC1)[C@H]1C[C@](C(N([C@@H]1C1=CC=C(C=C1)Cl)[C@H](CNS(=O)(=O)C1CC1)C1CC1)=O)(C)C1(CC1)C(=O)OC (Methyl 1-((3R,5R,6S)-5-(3-chlorophenyl)-6-(4-chlorophenyl)-1-((S)-2-(cyclopropanesulfonamido)-1-cyclopropylethyl)-3-methyl-2-oxopiperidin-3-yl)cyclopropanecarboxylate). Reaction SMILES: [Cl:1][C:2]1[CH:3]=[C:4]([C@@H:8]2[C@@H:13]([C:14]3[CH:19]=[CH:18][C:17]([Cl:20])=[CH:16][CH:15]=3)[N:12]([C@@H:21]([CH:24]3[CH2:26][CH2:25]3)[CH2:22]O)[C:11](=[O:27])[C@:10]([C:29]3([C:32]([O:34][CH3:35])=[O:33])[CH2:31][CH2:30]3)([CH3:28])[CH2:9]2)[CH:5]=[CH:6][CH:7]=1.[CH:36]1([S:39]([NH2:42])(=[O:41])=[O:40])[CH2:38][CH2:37]1>>[Cl:1][C:2]1[CH:3]=[C:4]([C@@H:8]2[C@@H:13]([C:14]3[CH:19]=[CH:18][C:17]([Cl:20])=[CH:16][CH:15]=3)[N:12]([C@@H:21]([CH:24]3[CH2:26][CH2:25]3)[CH2:22][NH:42][S:39]([CH:36]3[CH2:38][CH2:37]3)(=[O:41])=[O:40])[C:11](=[O:27])[C@:10]([C:29]3([C:32]([O:34][CH3:35])=[O:33])[CH2:31][CH2:30]3)([CH3:28])[CH2:9]2)[CH:5]=[CH:6][CH:7]=1. Procedure: The tile compound was prepared from methyl 1-((3R,5R,6S)-5-(3-chlorophenyl)-6-(4-chlorophenyl)-1-((S)-1-cyclopropyl-2-hydroxyethyl)-3-methyl-2-oxopiperidin-3-yl)cyclopropanecarboxylate (35 mg, 0.068 mmol; Example 270, Step D) and cyclopropanesulfonamide (25 mg, 0.20 mmol) by a procedure similar to the one described in Example 202, Step C. Purification of the residue by chromatography on silica gel (4 g SiO2, 45% and 60% EtOAc/Hex) provided the title compound as a pale yellow.